Dataset: the Open Reaction Database (ORD), a public repository of structured organic reaction records. Task: describe an organic reaction: reactants, conditions, products, and yield Starting materials: C(=O)(C)O[Na] (AcONa), C1(CC1)C1=NC=C(C=N1)C=O (2-cyclopropylpyrimidine-5-carbaldehyde), [Si](C)(C)(C)C#N (TMSCN), Cl.FC1(CCNCC1)F (4,4-difluoropiperidine hydrochloride). Run in CC(=O)O (AcOH). Reaction conditions: temperature 30 celsius, time 8 hour. The product is C1(CC1)C1=NC=C(C=N1)C(C#N)N1CCC(CC1)(F)F (2-(2-cyclopropylpyrimidin-5-yl)-2-(4,4-difluoropiperidin-1-yl)acetonitrile). Isolated yield 93.2%. As a reaction SMILES: [CH:1]1([C:4]2[N:9]=[CH:8][C:7]([CH:10]=O)=[CH:6][N:5]=2)[CH2:3][CH2:2]1.[Si]([C:16]#[N:17])(C)(C)C.Cl.[F:19][C:20]1([F:26])[CH2:25][CH2:24][NH:23][CH2:22][CH2:21]1.C(O[Na])(C)=O>CC(O)=O>[CH:1]1([C:4]2[N:9]=[CH:8][C:7]([CH:10]([N:23]3[CH2:24][CH2:25][C:20]([F:26])([F:19])[CH2:21][CH2:22]3)[C:16]#[N:17])=[CH:6][N:5]=2)[CH2:3][CH2:2]1 |f:2.3|. Reported procedure: To a solution of 2-cyclopropylpyrimidine-5-carbaldehyde (2 g, 13.5 mmol) and TMSCN (2.68 g, 27 mmol) in AcOH (30 mL) was added 4,4-difluoropiperidine hydrochloride (3.1 g, 13.5 mmol), followed by AcONa (2.66 g, 32.4 mg). The mixture was stirred at 30° C. for overnight. The solvent was removed under reduced pressure and saturated NaHCO3 (aq) was added to the mixture to pH=8. The resulting mixture was extracted with EtOAc (3×100 mL). The organic layer was dried over Na2SO4, filtered and concentrat...